This data is from the Open Reaction Database (ORD), a public repository of structured organic reaction records. The task is: describe an organic reaction: reactants, conditions, products, and yield Reactants: C(C)(C)(C)N=NC(C)(C)C#N (2-t-butylazo-2-cyanopropane), O (water), Cl.NO (hydroxylamine hydrochloride), [OH-].[Na+] (NaOH). Run in CO (methanol), CCCCC (pentane). Run at time 72 hour. Product: C(C)(C)(C)N=NC(C(N)=NO)(C)C (2-t-Butylazo-2-methylpropionamidoxime). Yield: 67.1%. As a reaction SMILES: Cl.[NH2:2][OH:3].[OH-].[Na+].[C:6]([N:10]=[N:11][C:12]([C:15]#[N:16])([CH3:14])[CH3:13])([CH3:9])([CH3:8])[CH3:7].O>CO.CCCCC>[C:6]([N:10]=[N:11][C:12]([CH3:14])([CH3:13])[C:15](=[N:2][OH:3])[NH2:16])([CH3:9])([CH3:7])[CH3:8] |f:0.1,2.3|. Procedure details: To a mixture of 8.35 grams (0.12 moles) of hydroxylamine hydrochloride and 9.6 grams (0.12 moles) of 50% NaOH in 110 ml of 90% aqueous methanol in a 250 ml round bottom flask equipped with a magnetic stirrer and condenser was added 15.3 grams (0.1 moles) of 2-t-butylazo-2-cyanopropane (from Example I). The mixture was stirred for 72 hours at room temperature, poured into 400 ml of water and extracted with 100 ml of methylene chloride, the organic layer separated, dried over anhydrous sodium sulf... As a reaction SMILES: [CH3:1][O:2][C:3]1[CH:8]=[CH:7][C:6]([N:9]2[CH2:14][CH2:13][N:12]([C:15]3[CH:20]=[CH:19][C:18]([N:21]4[CH:25]=[N:24][NH:23][C:22]4=[O:26])=[CH:17][CH:16]=3)[CH2:11][CH2:10]2)=[CH:5][CH:4]=1.[H-].[Na+].Br[CH2:30][CH2:31][CH3:32]>CS(C)=O>[CH3:1][O:2][C:3]1[CH:8]=[CH:7][C:6]([N:9]2[CH2:10][CH2:11][N:12]([C:15]3[CH:20]=[CH:19][C:18]([N:21]4[CH:25]=[N:24][N:23]([CH2:30][CH2:31][CH3:32])[C:22]4=[O:26])=[CH:17][CH:16]=3)[CH2:13][CH2:14]2)=[CH:5][CH:4]=1 |f:1.2|. Run at temperature 50 celsius. The product is COC1=CC=C(C=C1)N1CCN(CC1)C1=CC=C(C=C1)N1C(N(N=C1)CCC)=O (2,4-dihydro-4-{4-[4-(4-methoxyphenyl)-1-piperazinyl]phenyl}-2-propyl-3H-1,2,4 -triazol-3-one). The reactants are [H-].[Na+] (sodium hydride), COC1=CC=C(C=C1)N1CCN(CC1)C1=CC=C(C=C1)N1C(NN=C1)=O (2,4-dihydro-4-{4-[4-(4-methoxyphenyl)-1-piperazinyl]phenyl}-3H-1,2,4-triazol-3-one), BrCCC (1-bromopropane). Run in CS(=O)C (dimethyl sulfoxide). Yield: 65.0%. Procedure details: 10 Parts of 2,4-dihydro-4-{4-[4-(4-methoxyphenyl)-1-piperazinyl]phenyl}-3H-1,2,4-triazol-3-one are dissolved in 300 parts of dimethyl sulfoxide at 100° C. Then there are added 1.6 parts of sodium hydride dispersion 50% and stirring is continued while the mixture is allowed to cool to about 50° C. 3.9 Parts of 1-bromopropane are added and the whole is stirred overnight at room temperature. The reaction mixture is poured onto water and the product is extracted with trichloromethane. The extract is...